Dataset: the Open Reaction Database (ORD), a public repository of structured organic reaction records. Task: describe an organic reaction: reactants, conditions, products, and yield The reactants are C1(=C(C=CC=C1)P(C1=C(C=CC=C1)C)C1=C(C=CC=C1)C)C (tri-o-tolylphosphine), naphthyl-1-boronic acid, BrC=1C2=CC=C3C(=C2C=C2C=CC=CC12)C=CC=C3C3=CC=C(C=O)C=C3 (4-(7-bromobenz[a]anthracen-4-yl)benzaldehyde), P(=O)([O-])([O-])[O-].[K+].[K+].[K+] (tripotassium phosphate), O1CCOCC1 (dioxane), C1(=CC=CC=C1)C (toluene). Reagents/catalysts: C(C)(=O)[O-].[Pd+2].C(C)(=O)[O-] (palladium(II) acetate). Solvent: O (water). Product: C1(=CC=CC2=CC=CC=C12)C=1C2=CC=C3C(=C2C=C2C=CC=CC12)C=CC=C3C3=CC=C(C=O)C=C3 (4-(7-Naphth-1-ylbenz[a]anthracen-4-yl)benzaldehyde). As a reaction SMILES: C1(C)C=CC=CC=1P([C:15]1[CH:20]=[CH:19][CH:18]=[CH:17][C:16]=1[CH3:21])C1C=CC=CC=1C.Br[C:24]1[C:25]2[C:30]([CH:31]=[C:32]3[C:37]=1[CH:36]=[CH:35][CH:34]=[CH:33]3)=[C:29]1[CH:38]=[CH:39][CH:40]=[C:41]([C:42]3[CH:49]=[CH:48][C:45]([CH:46]=[O:47])=[CH:44][CH:43]=3)[C:28]1=[CH:27][CH:26]=2.P([O-])([O-])([O-])=O.[K+].[K+].[K+].O1CCOCC1.[C:64]1(C)[CH:69]=CC=C[CH:65]=1>C([O-])(=O)C.[Pd+2].C([O-])(=O)C.O>[C:17]1([C:24]2[C:25]3[C:30]([CH:31]=[C:32]4[C:37]=2[CH:36]=[CH:35][CH:34]=[CH:33]4)=[C:29]2[CH:38]=[CH:39][CH:40]=[C:41]([C:42]4[CH:43]=[CH:44][C:45]([CH:46]=[O:47])=[CH:48][CH:49]=4)[C:28]2=[CH:27][CH:26]=3)[C:16]2[C:15](=[CH:65][CH:64]=[CH:69][CH:21]=2)[CH:20]=[CH:19][CH:18]=1 |f:2.3.4.5,8.9.10|. Procedure: 850 mg (2.8 mmol) of tri-o-tolylphosphine and then 108 mg (0.48 mmol) of palladium(II) acetate are added to a well-stirred suspension of 49 g (115 mmol) of naphthyl-1-boronic acid, 21 g (126 mmol) of 4-(7-bromobenz[a]anthracen-4-yl)benzaldehyde, 36.6 g (172 mmol) of tripotassium phosphate in a mixture of 500 ml of toluene, 500 ml of dioxane and 400 ml of water, and the mixture is subsequently heated under reflux for 16 h. After cooling, the precipitated solid is filtered off with suction, washed...